The task is: describe an organic reaction: reactants, conditions, products, and yield. This data is from the Open Reaction Database (ORD), a public repository of structured organic reaction records. Run in O (water), C(C)(=O)OCC (ethyl acetate), O (water). Reactants: N(=O)[O-].[Na+] (NaNO2), Cl.C1(=NC=CC2=C1CCC2)N (6,7-dihydro-5H-cyclopenta[c]pyridin-1-amine hydrochloride), O[PH2]=O (H3PO2), C(=O)(O)[O-].[Na+] (NaHCO3). RXN SMILES: Cl.[C:2]1(N)[C:7]2[CH2:8][CH2:9][CH2:10][C:6]=2[CH:5]=[CH:4][N:3]=1.[OH:12][PH2]=O.N([O-])=O.[Na+].C([O-])(O)=O.[Na+]>O.C(OCC)(=O)C>[C:2]1(=[O:12])[C:7]2[CH2:8][CH2:9][CH2:10][C:6]=2[CH:5]=[CH:4][NH:3]1 |f:0.1,3.4,5.6|. Reported procedure: The title compound of step 4 (400 mg, 2.33 mmol) was dissolved in water (6.5 mL) and H3PO2 (2 mL, 50% w/w in water, 18.64 mmol) was added. The mixture was cooled to 0° C. and a solution of NaNO2 (180 mg 2.68 mmol) in water (6.5 mL) was added dropwise. The mixture was stirred at 0° C. for 1 h and then at room temperature overnight. The pH was adjusted to about 7 by careful addition of NaHCO3. Extractive work up using ethyl acetate gave the title compound (300 mg, 95%) as a yellow solid. 1H NMR (C... Yield: 95.3%. The product is C1(NC=CC2=C1CCC2)=O (2,5,6,7-tetrahydro cyclopenta[c]pyridin-1-one). Conditions: temperature 0 celsius, time 1 hour.